describe an organic reaction: reactants, conditions, products, and yield From a dataset of the Open Reaction Database (ORD), a public repository of structured organic reaction records. The reactants are CC(C)(C)OC(=O)N1CCC(COCc2cc(Br)cc(-c3ccc(C#N)cc3)c2)(c2ccccc2)CC1, O=C([O-])[O-], CB1OB(C)OB(C)O1, O=C(O)C(F)(F)F, [K+], [K+], C1COCCO1, O, [Pd], c1ccc(P(c2ccccc2)c2ccccc2)cc1, c1ccc(P(c2ccccc2)c2ccccc2)cc1, c1ccc(P(c2ccccc2)c2ccccc2)cc1, c1ccc(P(c2ccccc2)c2ccccc2)cc1. Product: Cc1cc(COCC2(c3ccccc3)CCN(C(=O)OC(C)(C)C)CC2)cc(-c2ccc(C#N)cc2)c1. RXN SMILES: [Br:1][c:2]1[cH:3][c:4]([CH2:16][O:17][CH2:18][C:19]2([c:32]3[cH:33][cH:34][cH:35][cH:36][cH:37]3)[CH2:20][CH2:21][N:22]([C:25](=[O:26])[O:27][C:28]([CH3:29])([CH3:30])[CH3:31])[CH2:23][CH2:24]2)[cH:5][c:6](-[c:8]2[cH:9][cH:10][c:11]([C:14]#[N:15])[cH:12][cH:13]2)[cH:7]1.[C:47](=[O:48])([O-:49])[O-:50].[CH3:38][B:39]1[O:40][B:41]([CH3:42])[O:43][B:44]([CH3:45])[O:46]1.[F:53][C:54]([F:55])([F:56])[C:57]([OH:58])=[O:59].[K+:51].[K+:52].[O:138]1[CH2:139][CH2:140][O:141][CH2:142][CH2:143]1.[OH2:137].[Pd:60].[c:118]1([P:119]([c:120]2[cH:121][cH:122][cH:123][cH:124][cH:125]2)[c:126]2[cH:127][cH:128][cH:129][cH:130][cH:131]2)[cH:132][cH:133][cH:134][cH:135][cH:136]1.[c:61]1([P:62]([c:63]2[cH:64][cH:65][cH:66][cH:67][cH:68]2)[c:69]2[cH:70][cH:71][cH:72][cH:73][cH:74]2)[cH:75][cH:76][cH:77][cH:78][cH:79]1.[c:80]1([P:81]([c:82]2[cH:83][cH:84][cH:85][cH:86][cH:87]2)[c:88]2[cH:89][cH:90][cH:91][cH:92][cH:93]2)[cH:94][cH:95][cH:96][cH:97][cH:98]1.[c:99]1([P:100]([c:101]2[cH:102][cH:103][cH:104][cH:105][cH:106]2)[c:107]2[cH:108][cH:109][cH:110][cH:111][cH:112]2)[cH:113][cH:114][cH:115][cH:116][cH:117]1>>[c:2]1([CH3:38])[cH:3][c:4]([CH2:16][O:17][CH2:18][C:19]2([c:32]3[cH:33][cH:34][cH:35][cH:36][cH:37]3)[CH2:20][CH2:21][N:22]([C:25](=[O:26])[O:27][C:28]([CH3:29])([CH3:30])[CH3:31])[CH2:23][CH2:24]2)[cH:5][c:6](-[c:8]2[cH:9][cH:10][c:11]([C:14]#[N:15])[cH:12][cH:13]2)[cH:7]1. The reactants are Cc1ccccc1, CN(C)C=O, [H][H], CCOC(=O)C(=CNc1ncnc2ccc([N+](=O)[O-])cc12)C(=O)OCC. Yields the product CCOC(=O)C(=CNc1ncnc2ccc(N)cc12)C(=O)OCC. As a reaction SMILES: [CH3:27][c:28]1[cH:29][cH:30][cH:31][cH:32][cH:33]1.[CH3:34][N:35]([CH3:36])[CH:37]=[O:38].[H:39][H:40].[N+:1]([O-:2])(=[O:3])[c:4]1[cH:5][c:6]2[c:7]([NH:14][CH:15]=[C:16]([C:17](=[O:18])[O:19][CH2:20][CH3:21])[C:22](=[O:23])[O:24][CH2:25][CH3:26])[n:8][cH:9][n:10][c:11]2[cH:12][cH:13]1>>[NH2:1][c:4]1[cH:5][c:6]2[c:7]([NH:14][CH:15]=[C:16]([C:17](=[O:18])[O:19][CH2:20][CH3:21])[C:22](=[O:23])[O:24][CH2:25][CH3:26])[n:8][cH:9][n:10][c:11]2[cH:12][cH:13]1. The reactants are C1CCOC1, CN1CCC(c2c[nH]c3ccc(O)cc23)CC1, O=S(=O)(Cl)c1ccccc1F, [Na+], [OH-]. The product is CN1CCC(c2c[nH]c3ccc(OS(=O)(=O)c4ccccc4F)cc23)CC1. RXN SMILES: [CH2:31]1[O:32][CH2:33][CH2:34][CH2:35]1.[CH3:12][N:13]1[CH2:14][CH2:15][CH:16]([c:19]2[cH:20][nH:21][c:22]3[cH:23][cH:24][c:25]([OH:28])[cH:26][c:27]23)[CH2:17][CH2:18]1.[F:1][c:2]1[c:3]([S:8](=[O:9])(=[O:10])[Cl:11])[cH:4][cH:5][cH:6][cH:7]1.[Na+:30].[OH-:29]>>[F:1][c:2]1[c:3]([S:8](=[O:9])(=[O:10])[O:28][c:25]2[cH:24][cH:23][c:22]3[nH:21][cH:20][c:19]([CH:16]4[CH2:15][CH2:14][N:13]([CH3:12])[CH2:18][CH2:17]4)[c:27]3[cH:26]2)[cH:4][cH:5][cH:6][cH:7]1. Reactants: C(C)OC(C(C1=CC=C(C=C1)OCCCOC1=C(C(=C(C=C1)C(C)=O)O)CCC)=O)=O (4-[3-(4-acetyl-3-hydroxy-2-propylphenoxy)propoxy]-alpha-oxobenzeneacetic acid ethyl ester), C([O-])([O-])=O.[Na+].[Na+] (sodium carbonate). Run in CO (methanol), O (water). Run at time 2 hour. Yields the product C(C)(=O)C1=C(C(=C(OCCCOC2=CC=C(C=C2)C(C(=O)O)=O)C=C1)CCC)O (4-[3-(4-acetyl-3-hydroxy-2-propylphenoxy)propoxy]-alpha-oxobenzeneacetic acid). The yield is 66.5%. Reaction SMILES: C([O:3][C:4](=[O:31])[C:5](=[O:30])[C:6]1[CH:11]=[CH:10][C:9]([O:12][CH2:13][CH2:14][CH2:15][O:16][C:17]2[CH:22]=[CH:21][C:20]([C:23](=[O:25])[CH3:24])=[C:19]([OH:26])[C:18]=2[CH2:27][CH2:28][CH3:29])=[CH:8][CH:7]=1)C.C(=O)([O-])[O-].[Na+].[Na+]>CO.O>[C:23]([C:20]1[CH:21]=[CH:22][C:17]([O:16][CH2:15][CH2:14][CH2:13][O:12][C:9]2[CH:10]=[CH:11][C:6]([C:5](=[O:30])[C:4]([OH:31])=[O:3])=[CH:7][CH:8]=2)=[C:18]([CH2:27][CH2:28][CH3:29])[C:19]=1[OH:26])(=[O:25])[CH3:24] |f:1.2.3|. Reported procedure: A solution of 4-[3-(4-acetyl-3-hydroxy-2-propylphenoxy)propoxy]-alpha-oxobenzeneacetic acid ethyl ester (0.7 g) in methanol (50 mL) was treated with sodium carbonate (0.38 g) in water (2.5 mL), and the reaction was stirred at room temperature for 2 hours. After the solvents were removed in vacuo, dichloromethane (40 mL) and water (40 mL) were added and the mixture was acidified with 3N hydrochloric acid. The dried (Na2SO4) organic layer was evaporated, and the residue was crystallized from dichl... Procedure: The mixture of 2-hydroxy-6-naphthoic acid of 18.8 g, N,N-dimethylformamide of 150 g and anhydrous sodium carbonate of 13.3 g was heated to 70° C., and n-butyl bromide of 16.4 g was dropwise added thereto in one hour. After finishing dropwise adding, the suspension was further stirred at 70° to 80° C. for 6 hours. The reaction mixture was cooled down to room temperature and filtrated off the inorganic salt. Then the filtrate was discharged into water of 1000 g. The deposited solid was separated, ... Starting materials: OC1=CC2=CC=C(C=C2C=C1)C(=O)O (2-hydroxy-6-naphthoic acid), C([O-])([O-])=O.[Na+].[Na+] (sodium carbonate), C(CCC)Br (n-butyl bromide). Conditions: temperature 70 celsius, time 1 hour. Reaction SMILES: [OH:1][C:2]1[CH:11]=[CH:10][C:9]2[C:4](=[CH:5][CH:6]=[C:7]([C:12]([OH:14])=[O:13])[CH:8]=2)[CH:3]=1.C(=O)([O-])[O-].[Na+].[Na+].[CH2:21](Br)[CH2:22][CH2:23][CH3:24]>CN(C)C=O>[OH:1][C:2]1[CH:11]=[CH:10][C:9]2[C:4](=[CH:5][CH:6]=[C:7]([C:12]([O:14][CH2:21][CH2:22][CH2:23][CH3:24])=[O:13])[CH:8]=2)[CH:3]=1 |f:1.2.3|. The product is OC1=CC2=CC=C(C=C2C=C1)C(=O)OCCCC (n-butyl 2-hydroxy-6-naphthoate). The solvent is CN(C=O)C (N,N-dimethylformamide). Starting materials: C1(=CC=CC=C1)C1=CCNC=2N1C=NC2C(=O)N (1,2-dihydro-4-phenylimidazo[1,5-a]pyrimidine-8-carboxamide), C(=S)(N1C=NC=C1)N1C=NC=C1 (1,1'-thiocarbonyldiimidazole). The solvent is O1CCCC1 (tetrahydrofuran), [H-].[Na+] (sodium hydride). Reaction conditions: temperature -78 celsius, time 30 minute. The product is C1(=CC=CC=C1)C1=CCN2C(NC(C=3N=CN1C23)=O)=S (8,9-Dihydro-4-phenyl-8-thioxo-6H,10H-pyrimido-[1,2,3-cd]purine-10 -one). Reaction SMILES: [C:1]1([C:7]2[N:12]3[CH:13]=[N:14][C:15]([C:16]([NH2:18])=[O:17])=[C:11]3[NH:10][CH2:9][CH:8]=2)[CH:6]=[CH:5][CH:4]=[CH:3][CH:2]=1.[C:19](N1C=CN=C1)(N1C=CN=C1)=[S:20]>O1CCCC1.[H-].[Na+]>[C:1]1([C:7]2[N:12]3[C:11]4[N:10]([C:19](=[S:20])[NH:18][C:16](=[O:17])[C:15]=4[N:14]=[CH:13]3)[CH2:9][CH:8]=2)[CH:2]=[CH:3][CH:4]=[CH:5][CH:6]=1 |f:3.4|. Reported procedure: To a stirred suspension of 1.0 g of 1,2-dihydro-4-phenylimidazo[1,5-a]pyrimidine-8-carboxamide (prepared as described in Example 29) in 30 ml of dry tetrahydrofuran cooled to -78° C. in a dry ice acetone bath was added in one portion 360 mg of sodium hydride (60% dispersion in mineral oil). The reaction mixture was stirred at -78° C. for 30 minutes then 817 mg of 1,1'-thiocarbonyldiimidazole was added in one portion and the mixture was stirred at -78° C. for 3 hours then allowed to warm slowly t... Reactants: C(#CC)[Li] (propynyllithium), O=C(C/C=C/I)CCCC (4-oxo-1-iodo-trans-1-octene). Run in O1CCCC1 (tetrahydrofuran). Conditions: time 30 minute. The product is OC(C/C=C/I)(CCCC)CC#C (4-Hydroxy-4-(2-propynyl)-1-iodo-trans-1-octene). RXN SMILES: [C:1]([Li])#[C:2][CH3:3].[O:5]=[C:6]([CH2:11][CH2:12][CH2:13][CH3:14])[CH2:7]/[CH:8]=[CH:9]/[I:10]>O1CCCC1>[OH:5][C:6]([CH2:3][C:2]#[CH:1])([CH2:11][CH2:12][CH2:13][CH3:14])[CH2:7]/[CH:8]=[CH:9]/[I:10]. Procedure: To a stirred solution of propynyllithium at -25° is added a solution of 4-oxo-1-iodo-trans-1-octene in tetrahydrofuran. After the addition, the solution is stirred at -20° to -15° C. for 30 minutes. The reaction is quenched with a mixture of hexane and ice. The aqueous phase is separated and extracted with additional hexane. The combined hexane extracts are washed successively with water and brine. The solution is dried over magnesium sulfate and concentrated. The residue is subjected to column ...